This data is from the Open Reaction Database (ORD), a public repository of structured organic reaction records. The task is: describe an organic reaction: reactants, conditions, products, and yield The reactants are C(C)(C)(C)OC(=O)N1[C@@H](CC1)COC=1C=C(C=NC1)C#CC=1C=C(C=CC1)CO (3-[[5-[[1-(tert-butoxycarbonyl)-(2S)-azetidinyl]methoxy]-3-pyridyl]ethynyl]phenylmethanol), CCOC(=O)C.CCCCCC (EtOAc hexane). Reagents/catalysts: O=[Pt]=O (PtO2). Solvent: CCOC(=O)C (EtOAc). Reaction conditions: time 6.25 hour. Yields the product C(C)(C)(C)OC(=O)N1[C@@H](CC1)COC=1C=C(C=NC1)CCC=1C=C(C=CC1)CO (3-[2-[5-[[1-(tert-Butoxycarbonyl)-2(S)-azetidinyl]methoxy]-3-pyridyl]ethyl]phenylmethanol). Reaction SMILES: [C:1]([O:5][C:6]([N:8]1[CH2:11][CH2:10][C@H:9]1[CH2:12][O:13][C:14]1[CH:15]=[C:16]([C:20]#[C:21][C:22]2[CH:23]=[C:24]([CH2:28][OH:29])[CH:25]=[CH:26][CH:27]=2)[CH:17]=[N:18][CH:19]=1)=[O:7])([CH3:4])([CH3:3])[CH3:2].CCOC(C)=O.CCCCCC>CCOC(C)=O.O=[Pt]=O>[C:1]([O:5][C:6]([N:8]1[CH2:11][CH2:10][C@H:9]1[CH2:12][O:13][C:14]1[CH:15]=[C:16]([CH2:20][CH2:21][C:22]2[CH:23]=[C:24]([CH2:28][OH:29])[CH:25]=[CH:26][CH:27]=2)[CH:17]=[N:18][CH:19]=1)=[O:7])([CH3:4])([CH3:2])[CH3:3] |f:1.2|. Reported procedure: In a 50 mL round-bottom flask, a solution of 3-[[5-[[1-(tert-butoxycarbonyl)-(2S)-azetidinyl]methoxy]-3-pyridyl]ethynyl]phenylmethanol in EtOAc was hydrogenated over PtO2 with stirring at room temperature for 6.25 h. TLC (silica gel, EtOAc/hexane 3:1) showed a new spot (Rf 0.15) in place of the starting material (Rf 0.3), which was accompanied by a nonpolar impurity. The solution was concentrated and filtered over silica gel (11×1.3 cm, EtOAc). Evaporation of the product-containing fractions gav...